From a dataset of the Open Reaction Database (ORD), a public repository of structured organic reaction records. describe an organic reaction: reactants, conditions, products, and yield Reactants: [N+](=O)([O-])C1=CC=C(C=C1)S(=O)(=O)[N-]C (4-nitrobenzenesulfonyl methylamide), O.NN (Hydrazine monohydrate). Reagents/catalysts: [Ni] (Raney Nickel). The solvent is C(C)O (ethanol). Reaction conditions: time 1 hour. Product: NC1=CC=C(C=C1)S(=O)(=O)NC (4-Amino-N-methylbenzenesulfonamide). RXN SMILES: [N+:1]([C:4]1[CH:9]=[CH:8][C:7]([S:10]([N-:13][CH3:14])(=[O:12])=[O:11])=[CH:6][CH:5]=1)([O-])=O.O.NN>C(O)C.[Ni]>[NH2:1][C:4]1[CH:9]=[CH:8][C:7]([S:10]([NH:13][CH3:14])(=[O:12])=[O:11])=[CH:6][CH:5]=1 |f:1.2|. Procedure: To a solution of the crude 4-nitrobenzenesulfonyl methylamide prepared above in 45 mL of ethanol, was added a 1 mL slurry of Raney Nickel. Hydrazine monohydrate (18 mmol) was added slowly in several portions. A change in the solution colour from yellow to colourless indicated the reaction was complete. The mixture was stirred for an additional 1 hr. The solids were removed by filtration and the solvent was evaporated. The resulting crude material was purified by flash column chromatography eluti...